This data is from the Open Reaction Database (ORD), a public repository of structured organic reaction records. The task is: describe an organic reaction: reactants, conditions, products, and yield Reactants: CN=C=O (Methylisocyanate), NC=1C=C(C2=C(C(CS2)(C)C)C1)C(C)(C)C (5-amino-7-tert-butyl-2,3-dihydro-3,3-dimethylbenzothiophene). The solvent is CCOCC (Et2O). Product: C(C)(C)(C)C1=CC(=CC=2C(CSC21)(C)C)NC(=O)NC (7-tert-Butyl-2,3-dihydro-3,3-dimethyl-5-benzothienyl-N'-methyl urea). As a reaction SMILES: [CH3:1][N:2]=[C:3]=[O:4].[NH2:5][C:6]1[CH:7]=[C:8]([C:17]([CH3:20])([CH3:19])[CH3:18])[C:9]2[S:13][CH2:12][C:11]([CH3:15])([CH3:14])[C:10]=2[CH:16]=1>CCOCC>[C:17]([C:8]1[C:9]2[S:13][CH2:12][C:11]([CH3:14])([CH3:15])[C:10]=2[CH:16]=[C:6]([NH:5][C:3]([NH:2][CH3:1])=[O:4])[CH:7]=1)([CH3:20])([CH3:19])[CH3:18]. Reported procedure: Methylisocyanate (0.14 mL, 2.28 mmol) is added dropwise to a solution of 5-amino-7-tert-butyl-2,3-dihydro-3,3-dimethylbenzothiophene (550 mg, 2.33 mmol) in Et2O (5 mL). A solid gradually forms and the reaction is quenched with H2O (10 mL). The reaction is extracted with Et2O (3×10 mL) and the organic layers dried (MgSO4) and evaporated to a tan solid. This solid is recrystallized from EtOAc to give the product as white prisms, mp>150° C. The reactants are 54, COC(=O)P(OC)(OC)=O (dimethyl methoxycarbonylphosphonate), CN(C(=N)N(C)C)C (1,1,3,3-tetramethylguanidine). The solvent is O1CCCC1 (tetrahydrofuran). The product is 77, CN(C(N(C)C)=NC(=O)P(OC)(OC)=O)C (dimethyl 1,1-bis(dimethylamino)-methyleneaminocarbonylphosphonate). As a reaction SMILES: C[O:2][C:3]([P:5](=[O:10])([O:8][CH3:9])[O:6][CH3:7])=O.[CH3:11][N:12]([CH3:18])[C:13]([N:15]([CH3:17])[CH3:16])=[NH:14]>O1CCCC1>[CH3:11][N:12]([CH3:18])[C:13](=[N:14][C:3]([P:5](=[O:10])([O:8][CH3:9])[O:6][CH3:7])=[O:2])[N:15]([CH3:17])[CH3:16]. Reported procedure: A solution of 54 parts of dimethyl methoxycarbonylphosphonate and 38 parts of 1,1,3,3-tetramethylguanidine in 1000 parts of anhydrous tetrahydrofuran was refluxed for one hour. The solvent was removed under reduced pressure to yield 77 parts of dimethyl 1,1-bis(dimethylamino)-methyleneaminocarbonylphosphonate, nD27 = 1.4855. Reactants: C1CCOC1, COc1ccc2c(c1)NC(=O)C2(C)C, CCOC(C)=O, [H-], CI, [Na+]. The product is COc1ccc2c(c1)N(C)C(=O)C2(C)C. Reaction SMILES: [CH2:19]1[O:20][CH2:21][CH2:22][CH2:23]1.[CH3:1][O:2][c:3]1[cH:4][cH:5][c:6]2[c:10]([cH:11]1)[NH:9][C:8](=[O:12])[C:7]2([CH3:13])[CH3:14].[CH3:24][CH2:25][O:26][C:27]([CH3:28])=[O:29].[H-:16].[I:17][CH3:18].[Na+:15]>>[CH3:1][O:2][c:3]1[cH:4][cH:5][c:6]2[c:10]([cH:11]1)[N:9]([CH3:18])[C:8](=[O:12])[C:7]2([CH3:13])[CH3:14]. Reactants: CCOC(C)=O, Cl, CC(C)(C)OC(=O)N1CCC(c2ccccc2N(CCN2C(=O)c3ccccc3C2=O)S(C)(=O)=O)CC1. Yields the product Cl, CS(=O)(=O)N(CCN1C(=O)c2ccccc2C1=O)c1ccccc1C1CCNCC1. As a reaction SMILES: [CH3:39][CH2:40][O:41][C:42]([CH3:43])=[O:44].[ClH:38].[O:1]=[C:2]1[N:3]([CH2:12][CH2:13][N:14]([c:15]2[c:16]([CH:21]3[CH2:22][CH2:23][N:24]([C:27]([O:28][C:29]([CH3:30])([CH3:31])[CH3:32])=[O:33])[CH2:25][CH2:26]3)[cH:17][cH:18][cH:19][cH:20]2)[S:34](=[O:35])(=[O:36])[CH3:37])[C:4](=[O:11])[c:5]2[cH:6][cH:7][cH:8][cH:9][c:10]21>>[ClH:38].[O:1]=[C:2]1[N:3]([CH2:12][CH2:13][N:14]([c:15]2[c:16]([CH:21]3[CH2:22][CH2:23][NH:24][CH2:25][CH2:26]3)[cH:17][cH:18][cH:19][cH:20]2)[S:34](=[O:35])(=[O:36])[CH3:37])[C:4](=[O:11])[c:5]2[cH:6][cH:7][cH:8][cH:9][c:10]21. Reactants: C1CCOC1, CCNc1ccc(C(=O)O)cc1[N+](=O)[O-], O. The product is CCNc1ccc(C(=O)O)cc1N. RXN SMILES: [CH2:16]1[O:17][CH2:18][CH2:19][CH2:20]1.[CH2:1]([CH3:2])[NH:3][c:4]1[c:5]([N+:13]([O-:14])=[O:15])[cH:6][c:7]([C:8](=[O:9])[OH:10])[cH:11][cH:12]1.[OH2:21]>>[CH2:1]([CH3:2])[NH:3][c:4]1[c:5]([NH2:13])[cH:6][c:7]([C:8](=[O:9])[OH:10])[cH:11][cH:12]1.